From a dataset of the Open Reaction Database (ORD), a public repository of structured organic reaction records. describe an organic reaction: reactants, conditions, products, and yield Starting materials: ClCCl, Cl, Cc1c(F)c(F)c(C(N)=O)c(F)c1F, O=P(Cl)(Cl)Cl, c1ccncc1. The product is Cc1c(F)c(F)c(C#N)c(F)c1F. Reaction SMILES: [CH2:21]([Cl:22])[Cl:23].[ClH:20].[F:6][c:7]1[c:8]([CH3:19])[c:9]([F:18])[c:10]([F:17])[c:11]([C:14](=[O:15])[NH2:16])[c:12]1[F:13].[P:1]([Cl:2])([Cl:3])([Cl:4])=[O:5].[cH:24]1[cH:25][cH:26][n:27][cH:28][cH:29]1>>[F:6][c:7]1[c:8]([CH3:19])[c:9]([F:18])[c:10]([F:17])[c:11]([C:14]#[N:16])[c:12]1[F:13].